Dataset: the Open Reaction Database (ORD), a public repository of structured organic reaction records. Task: describe an organic reaction: reactants, conditions, products, and yield The reactants are C(C)[Si](Cl)(Cl)CC (diethyldichlorosilane), CCCCCC (hexane), C(CCC)[Li] (n-butyllithium), COC1=C(C=C(C=C1C(C)(C)C)C)Br (2-methoxy-1-bromo-3-tert-butyl-5-methylbenzene). Run in C(C)OCC (diethyl ether). Run at time 1 hour. Yields the product COC1=C(C=C(C=C1C(C)(C)C)C)[Si](C)(C)Cl ((2-methoxy-3-tert-butyl-5-methylphenyl)chlorodimethylsilane). Reaction SMILES: [CH3:1][O:2][C:3]1[C:8]([C:9]([CH3:12])([CH3:11])[CH3:10])=[CH:7][C:6]([CH3:13])=[CH:5][C:4]=1Br.CCCCCC.C([Li])CCC.[CH2:26]([Si:28]([CH2:31]C)(Cl)[Cl:29])C>C(OCC)C>[CH3:1][O:2][C:3]1[C:8]([C:9]([CH3:12])([CH3:11])[CH3:10])=[CH:7][C:6]([CH3:13])=[CH:5][C:4]=1[Si:28]([Cl:29])([CH3:31])[CH3:26]. Procedure details: Under nitrogen atmosphere, 2-methoxy-1-bromo-3-tert-butyl-5-methylbenzene (20.00 g, 77.77 mmol) was dissolved in 200 mL of diethyl ether. A 1.57 M hexane solution of n-butyllithium (59.44 mL, 93.32 mmol) was dropwise added at −50° C. or lower, and a temperature was raised to room temperature, followed by stirring for 1 hour. All the amount of diethyldichlorosilane (24.44 g, 155.54 mmol) was added to the mixture at once at −50° C. or lower, and a temperature was gradually raised to room temperatu... Starting materials: CC(=O)c1ccc(C#N)cc1, COC(=O)OC, [H-], [Na+], C1COCCO1. Yields the product COC(=O)CC(=O)c1ccc(C#N)cc1. RXN SMILES: [C:9](#[N:10])[c:11]1[cH:12][cH:13][c:14]([C:17]([CH3:18])=[O:19])[cH:15][cH:16]1.[CH3:1][O:2][C:3](=[O:4])[O:5][CH3:6].[H-:8].[Na+:7].[O:20]1[CH2:21][CH2:22][O:23][CH2:24][CH2:25]1>>[C:3](=[O:4])([O:5][CH3:6])[CH2:18][C:17]([c:14]1[cH:13][cH:12][c:11]([C:9]#[N:10])[cH:16][cH:15]1)=[O:19]. Starting materials: ClC=1C=[N+](C=C(C1C[C@H](O)C1=CC(=C(C=C1)OC(F)F)OCC1CC1)Cl)[O-] ((S)-3,5-dichloro-4-(2-(3-(cyclopropylmethoxy)-4-(difluoromethoxy)phenyl)-2-hydroxyethyl)pyridine 1-oxide), NC(CN(S(=O)(=O)C)C=1C=C(C(=O)OCC(=O)O)C=CC1OC)=O (2-(3-(N-(2-amino-2-oxoethyl)methylsulfonamido)-4-methoxybenzoyloxy)acetic acid), C(CCl)Cl (EDC). The reagents and catalysts are CN(C)C=1C=CN=CC1 (DMAP). Run in CN(C)C=O (DMF), O (Water). Run at time 3 hour. Yields the product NC(CN(S(=O)(=O)C)C=1C=C(C(=O)OCC(=O)O[C@@H](CC2=C(C=[N+](C=C2Cl)[O-])Cl)C2=CC(=C(C=C2)OC(F)F)OCC2CC2)C=CC1OC)=O ((S)-4-(2-(2-(3-(N-(2-amino-2-oxoethyl)methylsulfonamido)-4-methoxybenzoyloxy)acetoxy)-2-(3-(cyclopropylmethoxy)-4-(difluoromethoxy)phenyl)ethyl)-3,5-dichloropyridine 1-oxide). Isolated yield 36.6%. RXN SMILES: [Cl:1][C:2]1[CH:3]=[N+:4]([O-:27])[CH:5]=[C:6]([Cl:26])[C:7]=1[CH2:8][C@@H:9]([C:11]1[CH:16]=[CH:15][C:14]([O:17][CH:18]([F:20])[F:19])=[C:13]([O:21][CH2:22][CH:23]2[CH2:25][CH2:24]2)[CH:12]=1)[OH:10].[NH2:28][C:29](=[O:51])[CH2:30][N:31]([C:36]1[CH:37]=[C:38]([CH:46]=[CH:47][C:48]=1[O:49][CH3:50])[C:39]([O:41][CH2:42][C:43](O)=[O:44])=[O:40])[S:32]([CH3:35])(=[O:34])=[O:33].C(Cl)CCl>CN(C1C=CN=CC=1)C.CN(C=O)C.O>[NH2:28][C:29](=[O:51])[CH2:30][N:31]([C:36]1[CH:37]=[C:38]([CH:46]=[CH:47][C:48]=1[O:49][CH3:50])[C:39]([O:41][CH2:42][C:43]([O:10][C@H:9]([C:11]1[CH:16]=[CH:15][C:14]([O:17][CH:18]([F:20])[F:19])=[C:13]([O:21][CH2:22][CH:23]2[CH2:25][CH2:24]2)[CH:12]=1)[CH2:8][C:7]1[C:6]([Cl:26])=[CH:5][N+:4]([O-:27])=[CH:3][C:2]=1[Cl:1])=[O:44])=[O:40])[S:32]([CH3:35])(=[O:34])=[O:33]. Reported procedure: (S)-3,5-dichloro-4-(2-(3-(cyclopropylmethoxy)-4-(difluoromethoxy)phenyl)-2-hydroxyethyl)pyridine 1-oxide (30 mg, 0.071 mmol), 2-(3-(N-(2-amino-2-oxoethyl)methylsulfonamido)-4-methoxybenzoyloxy)acetic acid (51.4 mg, 0.143 mmol), DMAP (15 mg, 0.123 mmol), and EDC (100 mg, 0.522 mmol) were dissolved in DMF (2 ml). The reaction was stirred at RT for 3 hours to achieve completion. The reaction mixture was diluted with Water, and the precipitate was washed with water, dissolved in EtOAc and extracted ... The reactants are NC1=C(C=CC=C1)N1CCOCC1 (4-(2-aminophenyl)morpholine), [Cl-].[Al+3].[Cl-].[Cl-] (aluminium chloride), C(C)#N (acetonitrile). Product: O1CCN(CC1)C1=C(C=CC=C1)NC(C)=N (N-(2-morpholinophenyl)acetamidine). As a reaction SMILES: [NH2:1][C:2]1[CH:7]=[CH:6][CH:5]=[CH:4][C:3]=1[N:8]1[CH2:13][CH2:12][O:11][CH2:10][CH2:9]1.[Cl-].[Al+3].[Cl-].[Cl-].[C:18](#[N:20])[CH3:19]>>[O:11]1[CH2:12][CH2:13][N:8]([C:3]2[CH:4]=[CH:5][CH:6]=[CH:7][C:2]=2[NH:1][C:18](=[NH:20])[CH3:19])[CH2:9][CH2:10]1 |f:1.2.3.4|. Reported procedure: A mixture of 4-(2-aminophenyl)morpholine (5.3 g), acetonitrile (4.52 ml) and anhydrous aluminium chloride (12 g) was heated at 160°-170° C. for 4 hours to yield N-(2-morpholinophenyl)acetamidine (m.p. 140°-141° C.) which was recrystallised from hexane. Product: Cc1cc(C#N)cc2[nH]c(-c3c(NC(CO)Cc4ccccc4)cc[nH]c3=O)nc12. As a reaction SMILES: [CH3:21][N:22]1[CH2:23][CH2:24][O:25][CH2:26][CH2:27]1.[Cl:1][c:2]1[c:3](-[c:9]2[nH:10][c:11]3[c:12]([n:13]2)[c:14]([CH3:20])[cH:15][c:16]([C:18]#[N:19])[cH:17]3)[c:4](=[O:8])[nH:5][cH:6][cH:7]1.[NH2:28][CH:29]([CH2:30][OH:31])[CH2:32][c:33]1[cH:34][cH:35][cH:36][cH:37][cH:38]1.[O:39]=[CH:40][N:41]([CH3:42])[CH3:43]>>[c:2]1([NH:28][CH:29]([CH2:30][OH:31])[CH2:32][c:33]2[cH:34][cH:35][cH:36][cH:37][cH:38]2)[c:3](-[c:9]2[nH:10][c:11]3[c:12]([n:13]2)[c:14]([CH3:20])[cH:15][c:16]([C:18]#[N:19])[cH:17]3)[c:4](=[O:8])[nH:5][cH:6][cH:7]1. The reactants are CN1CCOCC1, Cc1cc(C#N)cc2[nH]c(-c3c(Cl)cc[nH]c3=O)nc12, NC(CO)Cc1ccccc1, CN(C)C=O.